Dataset: the Open Reaction Database (ORD), a public repository of structured organic reaction records. Task: describe an organic reaction: reactants, conditions, products, and yield The reactants are [Al+3], COc1cccc(C(=O)C(C)NC(=O)OC(C)(C)C)c1, CC(C)[O-], CC(C)[O-], CC(C)[O-], CC(C)O, Cc1ccccc1. The product is COc1cccc(C(O)C(C)NC(=O)OC(C)(C)C)c1. Reaction SMILES: [Al+3:25].[CH3:1][O:2][c:3]1[cH:4][c:5]([C:9]([CH:10]([CH3:11])[NH:12][C:13]([O:14][C:15]([CH3:16])([CH3:17])[CH3:18])=[O:19])=[O:20])[cH:6][cH:7][cH:8]1.[CH3:21][CH:22]([CH3:23])[O-:24].[CH3:26][CH:27]([CH3:28])[O-:29].[CH3:30][CH:31]([CH3:32])[O-:33].[CH3:34][CH:35]([OH:36])[CH3:37].[CH3:38][c:39]1[cH:40][cH:41][cH:42][cH:43][cH:44]1>>[CH3:1][O:2][c:3]1[cH:4][c:5]([CH:9]([CH:10]([CH3:11])[NH:12][C:13]([O:14][C:15]([CH3:16])([CH3:17])[CH3:18])=[O:19])[OH:20])[cH:6][cH:7][cH:8]1. Reactants: CN1C2=C(CCCC1)C=C(C=C2)N (1-Methyl-2,3,4,5-tetrahydro-1H-benzo[b]azepin-7-ylamine), ClC1=NC=C(C(=N1)NC1=C(C(=O)NC)C=CC=C1)Cl (2-(2,5-dichloro-pyrimidin-4-ylamino)-N-methyl-benzamide), C([O-])([O-])=O (carbonate). Solvent: CCOCC (ether). Procedure details: Following the procedure of Example 101b, 1-Methyl-2,3,4,5-tetrahydro-1H-benzo[b]azepin-7-ylamine (33 mgs, 0.19 mmol) and 2-(2,5-dichloro-pyrimidin-4-ylamino)-N-methyl-benzamide (1.2 eq) were reacted except that following completion of the reaction a precipitate ensued. This mixture was diluted with ether and filtered. The resulting solid was treated with MP-carbonate (3 eq), stirred for 30 min, filtered and concentrated to give 2-[5-Chloro-2-(1-methyl-2,3,4,5-tetrahydro-1H-benzo[b]azepin-7-ylami... Conditions: time 30 minute. RXN SMILES: [CH3:1][N:2]1[CH2:8][CH2:7][CH2:6][CH2:5][C:4]2[CH:9]=[C:10]([NH2:13])[CH:11]=[CH:12][C:3]1=2.Cl[C:15]1[N:20]=[C:19]([NH:21][C:22]2[CH:31]=[CH:30][CH:29]=[CH:28][C:23]=2[C:24]([NH:26][CH3:27])=[O:25])[C:18]([Cl:32])=[CH:17][N:16]=1.C(=O)([O-])[O-]>CCOCC>[Cl:32][C:18]1[C:19]([NH:21][C:22]2[CH:31]=[CH:30][CH:29]=[CH:28][C:23]=2[C:24]([NH:26][CH3:27])=[O:25])=[N:20][C:15]([NH:13][C:10]2[CH:11]=[CH:12][C:3]3[N:2]([CH3:1])[CH2:8][CH2:7][CH2:6][CH2:5][C:4]=3[CH:9]=2)=[N:16][CH:17]=1. The product is ClC=1C(=NC(=NC1)NC1=CC2=C(N(CCCC2)C)C=C1)NC1=C(C(=O)NC)C=CC=C1 (2-[5-Chloro-2-(1-methyl-2,3,4,5-tetrahydro-1H-benzo[b]azepin-7-ylamino)-pyrimidin-4-ylamino]-N-methyl-benzamide). Starting materials: O=C([O-])[O-], CC(C)=O, CCCCCCCCC(CCCCCC)COC(=O)Cl, [K+], [K+], O, c1nc[nH]n1. Product: CCCCCCCCC(CCCCCC)COC(=O)n1cncn1. RXN SMILES: [C:21](=[O:22])([O-:23])[O-:24].[CH3:33][C:34](=[O:35])[CH3:36].[Cl:1][C:2](=[O:3])[O:4][CH2:5][CH:6]([CH2:7][CH2:8][CH2:9][CH2:10][CH2:11][CH2:12][CH2:13][CH3:14])[CH2:15][CH2:16][CH2:17][CH2:18][CH2:19][CH3:20].[K+:25].[K+:26].[OH2:32].[nH:27]1[n:28][cH:29][n:30][cH:31]1>>[C:2](=[O:3])([O:4][CH2:5][CH:6]([CH2:7][CH2:8][CH2:9][CH2:10][CH2:11][CH2:12][CH2:13][CH3:14])[CH2:15][CH2:16][CH2:17][CH2:18][CH2:19][CH3:20])[n:27]1[n:28][cH:29][n:30][cH:31]1. The reactants are monohydroxy, C(C)(=O)OC1=C(C=CC=C1C)CC=C (1-acetoxy,2-(2 propenyl)-6-methylbenzene), Br (HBr), material, C(C1=CC=CC=C1)(=O)OOC(C1=CC=CC=C1)=O (dibenzoyl peroxide). Run in CCCCCC (hexane). Yields the product C(C)(=O)OC1=C(C=CC=C1C)CCCBr (1-acetoxy,2-(3-bromopropyl)-6-methylbenzene). Isolated yield 58.1%. RXN SMILES: [C:1]([O:4][C:5]1[C:10]([CH3:11])=[CH:9][CH:8]=[CH:7][C:6]=1[CH2:12][CH:13]=[CH2:14])(=[O:3])[CH3:2].[BrH:15].C(OOC(=O)C1C=CC=CC=1)(=O)C1C=CC=CC=1>CCCCCC>[C:1]([O:4][C:5]1[C:10]([CH3:11])=[CH:9][CH:8]=[CH:7][C:6]=1[CH2:12][CH2:13][CH2:14][Br:15])(=[O:3])[CH3:2]. Procedure details: The protected monohydroxy compound, 1-acetoxy,2-(2 propenyl)-6-methylbenzene was the starting material. Halogenation was achieved by bubbling HBr through a hexane solution (250 ml.) of the starting material (61.3 g, 0.323 moles) and dibenzoyl peroxide (2 g) for 2 hours. The reaction mixture was washed twice with saturated NaHCO3 solution (2×200 ml.) and once with H2O. The hexane layer was dried over Na2SO4 and the solvent evaporated. The desired 1-acetoxy,2-(3-bromopropyl)-6-methylbenzene was is... Reactants: COC(=O)c1c[nH]cn1, COC(=O)c1cc(F)c(C(F)(F)F)cc1[N+](=O)[O-], C1CCOC1. Yields the product COC(=O)c1cn(-c2cc(C(=O)OC)c([N+](=O)[O-])cc2C(F)(F)F)cn1. RXN SMILES: [CH3:19][O:20][C:21](=[O:22])[c:23]1[n:24][cH:25][nH:26][cH:27]1.[CH3:1][O:2][C:3]([c:4]1[c:5]([N+:15](=[O:16])[O-:17])[cH:6][c:7]([C:11]([F:12])([F:13])[F:14])[c:8]([F:10])[cH:9]1)=[O:18].[O:28]1[CH2:29][CH2:30][CH2:31][CH2:32]1>>[CH3:1][O:2][C:3]([c:4]1[c:5]([N+:15](=[O:16])[O-:17])[cH:6][c:7]([C:11]([F:12])([F:13])[F:14])[c:8](-[n:26]2[cH:25][n:24][c:23]([C:21]([O:20][CH3:19])=[O:22])[cH:27]2)[cH:9]1)=[O:18]. The reactants are C1(=CC=CC=C1)OC(NC1=CC=C(C=C1)C1=NC(=NC(=C1)C1=C(C=CC(=C1)F)S(=O)(=O)C)N1[C@H](COCC1)C)=O ((S)-phenyl(4-(6-(5-fluoro-2-(methylsulfonyl)phenyl)-2-(3-methylmorpholino)pyrimidin-4-yl)phenyl)carbamate), C1(=CC=CC=C1)OC(NC1=CC=C(C=C1)C1=NC(=NC(=C1)C1=C(C=CC(=C1)F)S(=O)(=O)C)N1[C@H](COCC1)C)=O ((S)-phenyl(4-(6-(5-fluoro-2-(methylsulfonyl)phenyl)-2-(3-methylmorpholino)pyrimidin-4-yl)phenyl)carbamate), NCC(=O)N (2-aminoacetamide). Yields the product FC=1C=CC(=C(C1)C1=CC(=NC(=N1)N1[C@H](COCC1)C)C1=CC=C(C=C1)NC(NCC(=O)N)=O)S(=O)(=O)C ((S)-2-(3-(4-(6-(5-fluoro-2-(methylsulfonyl)phenyl)-2-(3-methylmorpholino)pyrimidin-4-yl)phenyl)ureido)acetamide). As a reaction SMILES: C1(O[C:8](=[O:40])[NH:9][C:10]2[CH:15]=[CH:14][C:13]([C:16]3[CH:21]=[C:20]([C:22]4[CH:27]=[C:26]([F:28])[CH:25]=[CH:24][C:23]=4[S:29]([CH3:32])(=[O:31])=[O:30])[N:19]=[C:18]([N:33]4[CH2:38][CH2:37][O:36][CH2:35][C@@H:34]4[CH3:39])[N:17]=3)=[CH:12][CH:11]=2)C=CC=CC=1.[NH2:41][CH2:42][C:43]([NH2:45])=[O:44]>>[F:28][C:26]1[CH:25]=[CH:24][C:23]([S:29]([CH3:32])(=[O:31])=[O:30])=[C:22]([C:20]2[N:19]=[C:18]([N:33]3[CH2:38][CH2:37][O:36][CH2:35][C@@H:34]3[CH3:39])[N:17]=[C:16]([C:13]3[CH:12]=[CH:11][C:10]([NH:9][C:8](=[O:40])[NH:41][CH2:42][C:43]([NH2:45])=[O:44])=[CH:15][CH:14]=3)[CH:21]=2)[CH:27]=1. Procedure details: Method as described for example 58 using (S)-phenyl(4-(6-(5-fluoro-2-(methylsulfonyl)phenyl)-2-(3-methylmorpholino)pyrimidin-4-yl)phenyl)carbamate (intermediate 32) (100 mg, 0.18 mmol) and 2-aminoacetamide (20 mg, 0.27 mmol). The reaction mixture was purified by prep HPLC at low pH to afford the title compound as a yellow solid. (4 1 mg, 43%) Reactants: Cl, Cl, NCCS, N=C(N)Nc1ncc(CO)s1, [Na+], [OH-]. Product: N=C(N)Nc1ncc(CSCCN)s1. RXN SMILES: [ClH:19].[ClH:1].[NH2:2][CH2:3][CH2:4][SH:5].[NH:6]([C:7](=[NH:8])[NH2:9])[c:10]1[s:11][c:12]([CH2:15][OH:16])[cH:13][n:14]1.[Na+:18].[OH-:17]>>[NH2:2][CH2:3][CH2:4][S:5][CH2:15][c:12]1[s:11][c:10]([NH:6][C:7](=[NH:8])[NH2:9])[n:14][cH:13]1.